From a dataset of the Open Reaction Database (ORD), a public repository of structured organic reaction records. describe an organic reaction: reactants, conditions, products, and yield Reactants: NC(=O)N (urea), [H-].[Na+] (NaH), C(C1=CC=CC=C1)OC(=O)N1CCC(CC1)[C@@H]1[C@@H](C1)CCOC1=NC=C(C=C1C)N (benzyl-4-((1R,2 S)-2-{2-[(5-amino-3-methylpyridin-2yl)oxy]ethyl}cyclopropyl)piperidine-1-carboxylate), CCN(C(C)C)C(C)C (DIPEA), ClCCN=C=O (2-chloroethyl isocyanate). Run in C1CCOC1 (THF). Run at time 8 hour. The product is CC=1C(=NC=C(C1)N1C(NCC1)=O)OCC[C@H]1[C@H](C1)C1CCN(CC1)C(=O)OCC1=CC=CC=C1 (benzyl 4-[(1R,2S)-2-(2-{[3-methyl-5-(2-oxoimidazolidin-1-yl)pyridin-2-yl]oxy}ethyl)cyclopropyl]piperidine-1-carboxylate). RXN SMILES: [CH2:1]([O:8][C:9]([N:11]1[CH2:16][CH2:15][CH:14]([C@H:17]2[CH2:19][C@H:18]2[CH2:20][CH2:21][O:22][C:23]2[C:28]([CH3:29])=[CH:27][C:26]([NH2:30])=[CH:25][N:24]=2)[CH2:13][CH2:12]1)=[O:10])[C:2]1[CH:7]=[CH:6][CH:5]=[CH:4][CH:3]=1.CCN(C(C)C)C(C)C.Cl[CH2:41][CH2:42][N:43]=[C:44]=[O:45].NC(N)=O.[H-].[Na+]>C1COCC1>[CH3:29][C:28]1[C:23]([O:22][CH2:21][CH2:20][C@@H:18]2[CH2:19][C@@H:17]2[CH:14]2[CH2:13][CH2:12][N:11]([C:9]([O:8][CH2:1][C:2]3[CH:7]=[CH:6][CH:5]=[CH:4][CH:3]=3)=[O:10])[CH2:16][CH2:15]2)=[N:24][CH:25]=[C:26]([N:30]2[CH2:41][CH2:42][NH:43][C:44]2=[O:45])[CH:27]=1 |f:4.5|. Procedure: To a solution of benzyl-4-((1R,2 S)-2-{2-[(5-amino-3-methylpyridin-2yl)oxy]ethyl}cyclopropyl)piperidine-1-carboxylate (39 mg, 0.106 mmol) in THF (2.5 ml) at RT under nitrogen was added DIPEA (0.037 ml, 0.213 mmol), followed by 2-chloroethyl isocyanate (0.014 ml, 0.160 mmol). And the resulting solution stirred at room temperature overnight. LC/MS showed clean conversion to the uncyclized urea intermediate. The mixture was cooled to 0° C. and NaH (8.51 mg, 0.213 mmol) was added. The mixture was re... The reactants are C(C)(=O)OCC (ethyl acetate), BrCCBr (1,2-dibromoethane), C([O-])([O-])=O.[K+].[K+] (potassium carbonate), ClC1=CC=C(C=CCNCCNS(=O)(=O)C=2C=3C=CN=CC3C=CC2)C=C1 (N-[2-(4-Chlorocinnamylamino)ethyl]-5-Isoquinolinesulfonamide). Solvent: CN(C=O)C (dimethylformamide). Conditions: time 24 hour. The product is ClC1=CC=C(C=CCN2CCN(CC2)S(=O)(=O)C=2C=3C=CN=CC3C=CC2)C=C1 (1-(4-Chlorocinnamyl)-4-(5-Isoquinolinesulfonyl)Piperazine). Yield: 25.5%. Reaction SMILES: [Cl:1][C:2]1[CH:27]=[CH:26][C:5]([CH:6]=[CH:7][CH2:8][NH:9][CH2:10][CH2:11][NH:12][S:13]([C:16]2[C:17]3[CH:18]=[CH:19][N:20]=[CH:21][C:22]=3[CH:23]=[CH:24][CH:25]=2)(=[O:15])=[O:14])=[CH:4][CH:3]=1.Br[CH2:29][CH2:30]Br.C(=O)([O-])[O-].[K+].[K+].C(OCC)(=O)C>CN(C)C=O>[Cl:1][C:2]1[CH:3]=[CH:4][C:5]([CH:6]=[CH:7][CH2:8][N:9]2[CH2:30][CH2:29][N:12]([S:13]([C:16]3[C:17]4[CH:18]=[CH:19][N:20]=[CH:21][C:22]=4[CH:23]=[CH:24][CH:25]=3)(=[O:14])=[O:15])[CH2:11][CH2:10]2)=[CH:26][CH:27]=1 |f:2.3.4|. Procedure: 1.31 g of the product of Example 172 was dissolved in 3 ml of dimethylformamide, to the solution were added 644 mg of 1,2-dibromoethane and 1.13 g of anhydrous potassium carbonate at a room temperature, and the mixture was stirred for 24 hours. After adding 100 ml of ethyl acetate, the ethyl acetate layer was sequentially washed with water and a saturated sodium chloride aqueous solution twice in each case, and dried over magnesium sulfate. The solution was filtered and evaporated under a reduce...